Dataset: the Open Reaction Database (ORD), a public repository of structured organic reaction records. Task: describe an organic reaction: reactants, conditions, products, and yield Reactants: CC1=C(C=CC(=C1)[N+](=O)[O-])N=C=S (2-Methyl-4-nitrophenyl isothiocyanate), N[C@@H](C)C1CCCCC1 ((1S)-1-amino-1-cyclohexylethane), ClCC(=O)O (chloroacetic acid). The product is CC1=C(C=CC(=C1)[N+](=O)[O-])N=C1SCC(N1[C@@H](C)C1CCCCC1)=O (2-(2-methyl-4-nitrophenylimino)-3-((1S)-1-cyclohexylethyl)-1,3-thiazolidin4-one). As a reaction SMILES: [CH3:1][C:2]1[CH:7]=[C:6]([N+:8]([O-:10])=[O:9])[CH:5]=[CH:4][C:3]=1[N:11]=[C:12]=[S:13].[NH2:14][C@H:15]([CH:17]1[CH2:22][CH2:21][CH2:20][CH2:19][CH2:18]1)[CH3:16].Cl[CH2:24][C:25](O)=[O:26]>>[CH3:1][C:2]1[CH:7]=[C:6]([N+:8]([O-:10])=[O:9])[CH:5]=[CH:4][C:3]=1[N:11]=[C:12]1[N:14]([C@H:15]([CH:17]2[CH2:22][CH2:21][CH2:20][CH2:19][CH2:18]2)[CH3:16])[C:25](=[O:26])[CH2:24][S:13]1. Procedure details: 2-Methyl-4-nitrophenyl isothiocyanate was reacted with (1S)-1-amino-1-cyclohexylethane followed by chloroacetic acid according to Method C8a to afford 2-(2-methyl-4-nitrophenylimino)-3-((1S)-1-cyclohexylethyl)-1,3-thiazolidin4-one. Reactants: N1CC(C1)C(=O)NC1=CC=C(C=C1)C1CCN(CC1)C(=O)OC(C)(C)C (tert-butyl 4-(4-(azetidine-3-carboxamido)phenyl)piperidine-1-carboxylate), FC=1N=NC(=CC1)F (3,6-difluoropyridazine), ClC=1N=NC(=CC1)Cl (3,6-dichloropyridazine). Yields the product FC1=CC=C(N=N1)N1CC(C1)C(=O)NC1=CC=C(C=C1)C1CCN(CC1)C(=O)OC(C)(C)C (tert-butyl 4-(4-(1-(6-fluoropyridazin-3-yl)azetidine-3-carboxamido)phenyl)piperidine-1-carboxylate). RXN SMILES: [NH:1]1[CH2:4][CH:3]([C:5]([NH:7][C:8]2[CH:13]=[CH:12][C:11]([CH:14]3[CH2:19][CH2:18][N:17]([C:20]([O:22][C:23]([CH3:26])([CH3:25])[CH3:24])=[O:21])[CH2:16][CH2:15]3)=[CH:10][CH:9]=2)=[O:6])[CH2:2]1.[F:27][C:28]1[N:29]=[N:30][C:31](F)=[CH:32][CH:33]=1.ClC1N=NC(Cl)=CC=1>>[F:27][C:28]1[N:29]=[N:30][C:31]([N:1]2[CH2:4][CH:3]([C:5]([NH:7][C:8]3[CH:13]=[CH:12][C:11]([CH:14]4[CH2:15][CH2:16][N:17]([C:20]([O:22][C:23]([CH3:26])([CH3:25])[CH3:24])=[O:21])[CH2:18][CH2:19]4)=[CH:10][CH:9]=3)=[O:6])[CH2:2]2)=[CH:32][CH:33]=1. Procedure details: The title compound was prepared as described in Example 147A, substituting tert-butyl 4-(4-(azetidine-3-carboxamido)phenyl)piperidine-1-carboxylate for tert-butyl 4-(4-(azetidine-3-carboxamido)phenyl)piperidine-1-carboxylate and 3,6-difluoropyridazine for 3,6-dichloropyridazine. Starting materials: CCOC(=O)COc1ccc(SCc2sc(-c3ccc(C(F)(F)F)cc3)nc2CCc2ccccc2)cc1C, C1CCOC1, Cl, [Li+], [OH-]. The product is Cc1cc(SCc2sc(-c3ccc(C(F)(F)F)cc3)nc2CCc2ccccc2)ccc1OCC(=O)O. RXN SMILES: [CH2:1]([CH3:2])[O:3][C:4]([CH2:5][O:6][c:7]1[c:8]([CH3:38])[cH:9][c:10]([S:13][CH2:14][c:15]2[c:16]([CH2:30][CH2:31][c:32]3[cH:33][cH:34][cH:35][cH:36][cH:37]3)[n:17][c:18](-[c:20]3[cH:21][cH:22][c:23]([C:26]([F:27])([F:28])[F:29])[cH:24][cH:25]3)[s:19]2)[cH:11][cH:12]1)=[O:39].[CH2:43]1[O:44][CH2:45][CH2:46][CH2:47]1.[ClH:42].[Li+:41].[OH-:40]>>[O:3]=[C:4]([CH2:5][O:6][c:7]1[c:8]([CH3:38])[cH:9][c:10]([S:13][CH2:14][c:15]2[c:16]([CH2:30][CH2:31][c:32]3[cH:33][cH:34][cH:35][cH:36][cH:37]3)[n:17][c:18](-[c:20]3[cH:21][cH:22][c:23]([C:26]([F:27])([F:28])[F:29])[cH:24][cH:25]3)[s:19]2)[cH:11][cH:12]1)[OH:39]. The reactants are CC#N, Cl, CCC(NS(C)(=O)=O)C1CCC2(CC1)OCCO2. The product is CCC(NS(C)(=O)=O)C1CCC(=O)CC1. Reaction SMILES: [CH3:20][C:21]#[N:22].[ClH:19].[O:1]1[CH2:3][CH2:2][O:4][C:5]12[CH2:6][CH2:7][CH:8]([CH:11]([CH2:12][CH3:13])[NH:14][S:15](=[O:16])(=[O:17])[CH3:18])[CH2:9][CH2:10]2>>[O:4]=[C:5]1[CH2:6][CH2:7][CH:8]([CH:11]([CH2:12][CH3:13])[NH:14][S:15](=[O:16])(=[O:17])[CH3:18])[CH2:9][CH2:10]1. Reactants: N[C@@H](CS)C(=O)O (cysteine), C(C)(C)(C)C=1C=C(C=O)C=C(C1O)C(C)(C)C (3,5-di-tert-butyl-4-hydroxybenzaldehyde). Solvent: CO (methanol). Product: C(C)(C)(C)C=1C=C(C=C(C1O)C(C)(C)C)C1SC[C@H](N1)C(=O)O ((4R)-2-(3,5-di-tert-butyl-4-hydroxyphenyl)-4-thiazolidine carboxylic acid). The yield is 22.5%. RXN SMILES: [NH2:1][C@H:2]([C:5]([OH:7])=[O:6])[CH2:3][SH:4].[C:8]([C:12]1[CH:13]=[C:14]([CH:17]=[C:18]([C:21]([CH3:24])([CH3:23])[CH3:22])[C:19]=1[OH:20])[CH:15]=O)([CH3:11])([CH3:10])[CH3:9]>CO>[C:21]([C:18]1[CH:17]=[C:14]([CH:15]2[NH:1][C@H:2]([C:5]([OH:7])=[O:6])[CH2:3][S:4]2)[CH:13]=[C:12]([C:8]([CH3:11])([CH3:10])[CH3:9])[C:19]=1[OH:20])([CH3:24])([CH3:23])[CH3:22]. Procedure details: A mixture of cysteine (Aldrich, 2.0 g, 17.1 mmol) and 3,5-di-tert-butyl-4-hydroxybenzaldehyde (Aldrich, 4.0 g, 17.1 mmol) in methanol (100 mL) was warmed at reflux for 2.25 h. The reaction mixture was cooled to ambient temperature and the solid that formed upon cooling was collected by filtration. The solid was washed with methanol and recrystallized from a mixture of ethanol/ethyl acetate. Recrystallization from ethanol gave 1.3 g (22% yield) of (4R)-2-(3,5-di-tert-butyl-4-hydroxyphenyl)-4-thia... Reactants: C1CCOC1, COc1cc2c(cc1OC)-c1n[nH]c(Nc3cccc(F)c3)c1C2, CCN(C(C)C)C(C)C, O=C(Cl)Oc1ccccc1, Cl. Product: COc1cc2c(cc1OC)-c1c(c(Nc3cccc(F)c3)nn1C(=O)Oc1ccccc1)C2. As a reaction SMILES: [CH2:45]1[O:46][CH2:47][CH2:48][CH2:49]1.[CH3:1][O:2][c:3]1[cH:4][c:5]2[c:20]([cH:21][c:22]1[O:23][CH3:24])-[c:8]1[c:7]([c:11]([NH:12][c:13]3[cH:14][c:15]([F:19])[cH:16][cH:17][cH:18]3)[nH:10][n:9]1)[CH2:6]2.[CH:36]([N:37]([CH:38]([CH3:39])[CH3:40])[CH2:41][CH3:42])([CH3:43])[CH3:44].[Cl:26][C:27](=[O:28])[O:29][c:30]1[cH:31][cH:32][cH:33][cH:34][cH:35]1.[ClH:25]>>[CH3:1][O:2][c:3]1[cH:4][c:5]2[c:20]([cH:21][c:22]1[O:23][CH3:24])-[c:8]1[c:7]([c:11]([NH:12][c:13]3[cH:14][c:15]([F:19])[cH:16][cH:17][cH:18]3)[n:10][n:9]1[C:27](=[O:28])[O:29][c:30]1[cH:31][cH:32][cH:33][cH:34][cH:35]1)[CH2:6]2. Starting materials: C(C)(C)(C)OC(=O)N1CCC(CC1)N1N=CC=2C1=NC=NC2Cl (4-(4-chloro-pyrazolo[3,4-d]pyrimidin-1-yl)-piperidine-1-carboxylic acid tert-butyl ester), C(C)(C)(C)OC(=O)N1CCC(CC1)N1N=CC=2C1=NC=NC2Cl (4-(4-chloro-pyrazolo[3,4-d]pyrimidin-1-yl)-piperidine-1-carboxylic acid tert-butyl ester), ClC=1C=C(C=CC1O)C(F)(F)F (3-chloro-4-hydroxybenzotrifluoride). Solvent: CN(C=O)C (dimethylformamide). The product is C(C)(C)(C)OC(=O)N1CCC(CC1)N1N=CC=2C1=NC=NC2OC2=C(C=C(C=C2)C(F)(F)F)Cl (4-[4-(2-Chloro-4-trifluoromethyl-phenoxy)-pyrazolo[3,4-d]pyrimidin-1-yl]-piperidine-1-carboxylic acid tert-butyl ester). Reaction SMILES: [C:1]([O:5][C:6]([N:8]1[CH2:13][CH2:12][CH:11]([N:14]2[C:18]3=[N:19][CH:20]=[N:21][C:22](Cl)=[C:17]3[CH:16]=[N:15]2)[CH2:10][CH2:9]1)=[O:7])([CH3:4])([CH3:3])[CH3:2].[Cl:24][C:25]1[CH:26]=[C:27]([C:32]([F:35])([F:34])[F:33])[CH:28]=[CH:29][C:30]=1[OH:31]>CN(C)C=O>[C:1]([O:5][C:6]([N:8]1[CH2:13][CH2:12][CH:11]([N:14]2[C:18]3=[N:19][CH:20]=[N:21][C:22]([O:31][C:30]4[CH:29]=[CH:28][C:27]([C:32]([F:33])([F:34])[F:35])=[CH:26][C:25]=4[Cl:24])=[C:17]3[CH:16]=[N:15]2)[CH2:10][CH2:9]1)=[O:7])([CH3:3])([CH3:4])[CH3:2]. Reported procedure: 4-[4-(2-Chloro-4-trifluoromethyl-phenoxy)-pyrazolo[3,4-d]pyrimidin-1-yl]-piperidine-1-carboxylic acid tert-butyl ester was prepared according to General Procedure B by the reaction of 4-(4-chloro-pyrazolo[3,4-d]pyrimidin-1-yl)-piperidine-1-carboxylic acid tert-butyl ester (Intermediate 19) with 3-chloro-4-hydroxybenzotrifluoride (available from Oakwood Products, Inc., West Columbia, S.C., USA) in dimethylformamide. 1H NMR (400 MHz, DMSO-d6) δ 1.43 (s, 9H), 1.99-2.08 (m, 4H), 2.98-3.07 (m, 2H), 4...